From a dataset of the Open Reaction Database (ORD), a public repository of structured organic reaction records. describe an organic reaction: reactants, conditions, products, and yield Reactants: BrC=CC1=CC=C(C=C1)F (1-(2-bromovinyl)-4-fluorobenzene), CN1CC2=C(NC=3C=CC(=CC23)C)CC1C (2,3,8-Trimethyl-2,3,4,5-tetrahydro-1H-pyrido[4,3-b]indole), N1[C@H](C(=O)O)CCC1 (L-proline), P(=O)([O-])([O-])[O-].[K+].[K+].[K+] (potassium phosphate). Reagents/catalysts: [Cu]I (Copper (I) iodide). Run in CN(C)C=O (DMF). Conditions: time 10 minute. The product is FC1=CC=C(C=C1)/C(=C/N1C2=C(C=3C=C(C=CC13)C)CN(C(C2)C)C)/C ((E)-5-(2-(4-fluorophenyl)prop-1-enyl)-2,3,8-trimethyl-2,3,4,5-tetrahydro-1H-pyrido[4,3-b]indole). RXN SMILES: [CH3:1][N:2]1[CH:15]([CH3:16])[CH2:14][C:5]2[NH:6][C:7]3[CH:8]=[CH:9][C:10]([CH3:13])=[CH:11][C:12]=3[C:4]=2[CH2:3]1.N1CCC[C@H:18]1C(O)=O.P([O-])([O-])([O-])=O.[K+].[K+].[K+].Br[CH:34]=[CH:35][C:36]1[CH:41]=[CH:40][C:39]([F:42])=[CH:38][CH:37]=1>CN(C=O)C.[Cu]I>[F:42][C:39]1[CH:40]=[CH:41][C:36](/[C:35](/[CH3:18])=[CH:34]/[N:6]2[C:7]3[CH:8]=[CH:9][C:10]([CH3:13])=[CH:11][C:12]=3[C:4]3[CH2:3][N:2]([CH3:1])[CH:15]([CH3:16])[CH2:14][C:5]2=3)=[CH:37][CH:38]=1 |f:2.3.4.5|. Procedure details: 2,3,8-Trimethyl-2,3,4,5-tetrahydro-1H-pyrido[4,3-b]indole (107 mg, 0.5 mmol) was dissolved in DMF. Copper (I) iodide (9.5 mg, 0.05 mmol), L-proline (11.5 mg, 0.1 mmol) and potassium phosphate (414 mg, 2 mmol) were added and the reaction mixture was stirred for 10 min. at RT. 1-(2-bromovinyl)-4-fluorobenzene (107.83 mg, 0.55 mmol) was added dropwise and the reaction mixture was purged with nitrogen. The reaction mixture was heated overnight at 100° C. (prolonged heating in some cases was required... Reactants: C(C)(C)(C)NC(C(N(C=O)CC1=CC=C(C=C1)Cl)C1=C(NC2=CC(=CC=C12)Cl)C(=O)O)=O (3-(2-(tert-butylamino)-1-(N-(4-chlorobenzyl)formamido)-2-oxoethyl)-6-chloro-1H-indole-2-carboxylic acid), O1CCOCC1 (dioxane). Solvent: O (water). Product: C(C)(C)(C)NC(C(NCC1=CC=C(C=C1)Cl)C1=C(NC2=CC(=CC=C12)Cl)C(=O)O)=O (3-(2-(tert-butylamino)-1-(4-chlorobenzylamino)-2-oxoethyl)-6-chloro-1H-indole-2-carboxylic acid). Isolated yield 89.2%. Reaction SMILES: [C:1]([NH:5][C:6](=[O:32])[CH:7]([C:19]1[C:27]2[C:22](=[CH:23][C:24]([Cl:28])=[CH:25][CH:26]=2)[NH:21][C:20]=1[C:29]([OH:31])=[O:30])[N:8]([CH2:11][C:12]1[CH:17]=[CH:16][C:15]([Cl:18])=[CH:14][CH:13]=1)C=O)([CH3:4])([CH3:3])[CH3:2].O1CCOCC1>O>[C:1]([NH:5][C:6](=[O:32])[CH:7]([C:19]1[C:27]2[C:22](=[CH:23][C:24]([Cl:28])=[CH:25][CH:26]=2)[NH:21][C:20]=1[C:29]([OH:31])=[O:30])[NH:8][CH2:11][C:12]1[CH:17]=[CH:16][C:15]([Cl:18])=[CH:14][CH:13]=1)([CH3:4])([CH3:2])[CH3:3]. Procedure: Compound 9l (24 mg, 0.05 mmol) was treated with 0.4 mL of dioxane (2M HCl), 0.1 mL of water stirring overnight under 60° C. After evaporation, the product was obtained as yellow solids (20 mg, yield: 89%). HPLC/MS: tR=10.42 min; m/z=448.3 [M+H]+ HRMS: C22H22Cl2N3O3, [M−H]−; 446.1038 (calcd.), 446.1050 (found). 1H NMR (600 MHz, MeOD, a mixture of rotamers): 1.25 (s, 9H), 1.31 (s, 6H), 4.27-4.33 (m, 2H), 4.70 (ABd, 1H, J=16.2 Hz), 5.13 (ABd, 1H, J=15.6 Hz), 5.88 (s, 1H), 6.24 (s, 1H), 6.47 (m, 1H)... The reactants are C[SH+](=O)C (dimethylsulfoxonium), COC(CC1=CC(=CC=C1)Br)=O (3-bromophenylacetic acid methyl ester), SC1=CC=NC=C1 (4-mercaptopyridine), [Ir(COD)Cl]2. Run in ClC(C)Cl (dichloroethane). RXN SMILES: C[SH+](C)=O.[CH3:5][O:6][C:7](=[O:16])[CH2:8][C:9]1[CH:14]=[CH:13][CH:12]=[C:11]([Br:15])[CH:10]=1.[SH:17][C:18]1[CH:23]=[CH:22][N:21]=[CH:20][CH:19]=1>ClC(Cl)C>[CH3:5][O:6][C:7](=[O:16])[CH:8]([C:9]1[CH:14]=[CH:13][CH:12]=[C:11]([Br:15])[CH:10]=1)[S:17][C:18]1[CH:23]=[CH:22][N:21]=[CH:20][CH:19]=1. Product: COC(C(SC1=CC=NC=C1)C1=CC(=CC=C1)Br)=O ((3-Bromophenyl)(pyridin-4-ylsulfanyl)acetic acid methyl ester). Reported procedure: To a solution of dimethylsulfoxonium ylide and 3-bromophenylacetic acid methyl ester (example 530E, 3 g) in dichloroethane (50 mL) are added 4-mercaptopyridine (2 equivalents) and [Ir(COD)Cl]2 (20 mg). The reaction mixture is refluxed overnight then concentrated to dryness under reduced pressure. The residue is purified by chromatography on silica gel (heptane/ethyl acetate 1/1) to give (3-Bromophenyl)(pyridin-4-ylsulfanyl)acetic acid methyl ester. 1H NMR: 8.50-8.35 (m, 2H), 7.68 (s, 1H), 7.55-7... Reactants: COc1ccc(Br)cc1, CC1CCC(=CN(C)c2ccccc2)C1=O, Cc1ccccc1, O=C(C=Cc1ccccc1)C=Cc1ccccc1, O=C(C=Cc1ccccc1)C=Cc1ccccc1, O=C(C=Cc1ccccc1)C=Cc1ccccc1, [Pd], [Pd]. Product: COc1ccc(C2(C)CCC(=CN(C)c3ccccc3)C2=O)cc1. Reaction SMILES: [Br:17][c:18]1[cH:19][cH:20][c:21]([O:24][CH3:25])[cH:22][cH:23]1.[CH3:1][CH:2]1[C:3](=[O:16])[C:4](=[CH:7][N:8]([c:9]2[cH:10][cH:11][cH:12][cH:13][cH:14]2)[CH3:15])[CH2:5][CH2:6]1.[CH3:82][c:83]1[cH:84][cH:85][cH:86][cH:87][cH:88]1.[O:28]=[C:29]([CH:30]=[CH:31][c:32]1[cH:33][cH:34][cH:35][cH:36][cH:37]1)[CH:38]=[CH:39][c:40]1[cH:41][cH:42][cH:43][cH:44][cH:45]1.[O:46]=[C:47]([CH:48]=[CH:49][c:50]1[cH:51][cH:52][cH:53][cH:54][cH:55]1)[CH:56]=[CH:57][c:58]1[cH:59][cH:60][cH:61][cH:62][cH:63]1.[O:64]=[C:65]([CH:66]=[CH:67][c:68]1[cH:69][cH:70][cH:71][cH:72][cH:73]1)[CH:74]=[CH:75][c:76]1[cH:77][cH:78][cH:79][cH:80][cH:81]1.[Pd:26].[Pd:27]>>[CH3:1][C:2]1([c:18]2[cH:19][cH:20][c:21]([O:24][CH3:25])[cH:22][cH:23]2)[C:3](=[O:16])[C:4](=[CH:7][N:8]([c:9]2[cH:10][cH:11][cH:12][cH:13][cH:14]2)[CH3:15])[CH2:5][CH2:6]1. The reactants are CC1CN(c2ccc([N+](=O)[O-])cc2)CC(C)N1, CO, NN. Product: CC1CN(c2ccc(N)cc2)CC(C)N1. As a reaction SMILES: [CH3:1][CH:2]1[CH2:3][N:4]([c:9]2[cH:10][cH:11][c:12]([N+:15]([O-:16])=[O:17])[cH:13][cH:14]2)[CH2:5][CH:6]([CH3:8])[NH:7]1.[CH3:20][OH:21].[NH2:18][NH2:19]>>[CH3:1][CH:2]1[CH2:3][N:4]([c:9]2[cH:10][cH:11][c:12]([NH2:15])[cH:13][cH:14]2)[CH2:5][CH:6]([CH3:8])[NH:7]1. The reactants are C(C)(C)(C)C1=CC=C(CBr)C=C1 (4-t-Butylbenzyl bromide), P(OC)(OC)OC (trimethyl phosphite), COP(OC)OC (trimethylphosphite). Reaction conditions: time 16 hour. Product: C(C)(C)(C)C1=CC=C(CP(OC)(OC)=O)C=C1 (dimethyl 4-t-butylbenzylphosphonate). The yield is 95.2%. RXN SMILES: [C:1]([C:5]1[CH:12]=[CH:11][C:8]([CH2:9]Br)=[CH:7][CH:6]=1)([CH3:4])([CH3:3])[CH3:2].[P:13]([O:18]C)([O:16][CH3:17])[O:14][CH3:15]>>[C:1]([C:5]1[CH:12]=[CH:11][C:8]([CH2:9][P:13](=[O:18])([O:16][CH3:17])[O:14][CH3:15])=[CH:7][CH:6]=1)([CH3:4])([CH3:3])[CH3:2]. Procedure: 4-t-Butylbenzyl bromide (19.16 g, 84 mmol) and trimethyl phosphite (10.46, 84 mmol) were heated at 120° C. under argon for 6 hours, after which a further 10.46 g trimethylphosphite was added and heating continued for a further 16 hours. The dimethyl methylphosphonate by-product was distilled off, leaving the desired dimethyl 4-t-butylbenzylphosphonate as a pale yellow oil (20.6 g, 80 mmol). The reactants are Cl.C(CCCCC)C1=CC=C(C=C1)NCCN1C(OCC1)=O (3-[2-(4-Hexylphenylamino)ethyl]-2-oxo-oxazolidine hydrochloride), Br (hydrobromic acid), C(C)(C)OC(C)C (diisopropyl ether). Solvent: C(C)(=O)O (acetic acid). Yields the product Br.Br.C(CCCCC)C1=CC=C(C=C1)N1CCNCC1 (1-(4-n-Hexylphenyl)piperazine dihydrobromide). As a reaction SMILES: Cl.[CH2:2]([C:8]1[CH:13]=[CH:12][C:11]([NH:14][CH2:15][CH2:16][N:17]2[CH2:21][CH2:20]OC2=O)=[CH:10][CH:9]=1)[CH2:3][CH2:4][CH2:5][CH2:6][CH3:7].C(OC(C)C)(C)C.[BrH:30]>C(O)(=O)C>[BrH:30].[BrH:30].[CH2:2]([C:8]1[CH:9]=[CH:10][C:11]([N:14]2[CH2:15][CH2:16][NH:17][CH2:21][CH2:20]2)=[CH:12][CH:13]=1)[CH2:3][CH2:4][CH2:5][CH2:6][CH3:7] |f:0.1,5.6.7|. Procedure details: A solution of 3-[2-(4-Hexylphenylamino)ethyl]-2-oxo-oxazolidine hydrochloride (2.131 g) in 25% hydrobromic acid in acetic acid (13.04 ml) was stirred for 96 hours at ambient temperature. The reaction mixture was pulverized with diisopropyl ether. The precipitate was collected by filtration and added to ethanol (15 ml). The solution was refluxed for 5 hours and pulverized with diisopropyl ether. The precipitate was collected by filtration to give 1-(4-n-Hexylphenyl)piperazine dihydrobromide (2.41...